This data is from the Open Reaction Database (ORD), a public repository of structured organic reaction records. The task is: describe an organic reaction: reactants, conditions, products, and yield RXN SMILES: [CH3:1][O:2][C:3]1[CH:4]=[C:5]([CH:8]=[CH:9][C:10]=1[N+:11]([O-:13])=[O:12])[CH2:6]O.[CH3:14][O:15][C:16](=[O:34])[CH:17](P(OCC)(OCC)=O)[NH:18][C:19]([O:21][C:22]([CH3:25])([CH3:24])[CH3:23])=[O:20].C1CCN2C(=NCCC2)CC1>C(Cl)Cl.[Mn]>[C:22]([O:21][C:19]([NH:18]/[C:17](=[CH:6]\[C:5]1[CH:8]=[CH:9][C:10]([N+:11]([O-:13])=[O:12])=[C:3]([O:2][CH3:1])[CH:4]=1)/[C:16]([O:15][CH3:14])=[O:34])=[O:20])([CH3:25])([CH3:24])[CH3:23]. Reactants: COC=1C=C(CO)C=CC1[N+](=O)[O-] (3-methoxy-4-nitrobenzylalcohol), COC(C(NC(=O)OC(C)(C)C)P(=O)(OCC)OCC)=O (N-(t-Butyloxycarbonyl)-α-(diethylphosphono)glycine methylester), C1CCC2=NCCCN2CC1 (DBU). Reagents/catalysts: [Mn] (manganese). Procedure details: Activated manganese IV oxide (26 g) was added to a mixture of 3-methoxy-4-nitrobenzylalcohol (5.26 g, 28.7 mmol), N-(t-Butyloxycarbonyl)-α-(diethylphosphono)glycine methylester (described in WO99/47547) (8.91 g, 27.4 mmol) and DBU (4.29 ml, 28.7 mmol) in DCM (150 ml) at 0°. The mixture was stirred at RT overnight then filtered. The filtrate was washed with dil. HCl, dried (Na2SO4) and evaporated in vacuo. Recrystallisation from MeOH gave the title compound as pale brown crystals (4.6 g). δH (DMS... The solvent is C(Cl)Cl (DCM). Reaction conditions: time 8 hour. Product: C(C)(C)(C)OC(=O)N\C(\C(=O)OC)=C/C1=CC(=C(C=C1)[N+](=O)[O-])OC (Methyl (Z)-2-[(tert-butoxycarbonyl)amino]-3-(3-methoxy-4-nitrophenyl)-2-propenoate). Reactants: C(C)NC(C(=S)[O-])=O (ethylthiooxamate), Cl.NCC(=O)C1=CC=CC=C1 (2-aminoacetophenone hydrochloride), C(C)(=O)[O-].[Na+] (sodium acetate), C(C)(=O)O (acetic acid). The product is C1(=CC=CC=C1)C=1N=C(NC1)C(=O)OCC (ethyl 4-phenylimidazole-2-carboxylate). RXN SMILES: C([NH:3][C:4](=O)[C:5]([O-:7])=S)C.Cl.[NH2:10][CH2:11][C:12]([C:14]1[CH:19]=[CH:18][CH:17]=[CH:16][CH:15]=1)=O.[C:20]([O-])(=O)[CH3:21].[Na+].C(O)(=[O:27])C>>[C:14]1([C:12]2[N:3]=[C:4]([C:5]([O:7][CH2:20][CH3:21])=[O:27])[NH:10][CH:11]=2)[CH:19]=[CH:18][CH:17]=[CH:16][CH:15]=1 |f:1.2,3.4|. Reported procedure: A mixture of 3 g of ethylthiooxamate, 4.25 g of 2-aminoacetophenone hydrochloride and 3.69 g of sodium acetate was dissolved in 20 mL of acetic acid and heated under reflux for 3 hr. The reaction mixture was allowed to cool to room temperature and the acetic acid removed by evaporation under reduced pressure. The residue was basified with aqueous sodium carbonate and extracted with 2×100 mL of ethyl acetate. The combined extracts were washed with 2×100 mL of brine, dried over anhydrous sodium su... Reactants: Nc1cccc(Br)n1, O=C([O-])[O-], C1COCCO1, CC(=O)Nc1nc2ccc(C3OC(C)(C)C(C)(C)O3)cc2s1, [Na+], [Na+], c1ccc(P(c2ccccc2)(c2ccccc2)[Pd](P(c2ccccc2)(c2ccccc2)c2ccccc2)(P(c2ccccc2)(c2ccccc2)c2ccccc2)P(c2ccccc2)(c2ccccc2)c2ccccc2)cc1. Product: CC(=O)Nc1nc2ccc(-c3cccc(N)n3)cc2s1. As a reaction SMILES: [Br:1][c:2]1[cH:3][cH:4][cH:5][c:6]([NH2:8])[n:7]1.[C:31](=[O:32])([O-:33])[O-:34].[CH2:37]1[O:38][CH2:39][CH2:40][O:41][CH2:42]1.[CH3:9][C:10]1([CH3:11])[C:12]([CH3:13])([CH3:14])[O:15][CH:16]([c:17]2[cH:18][c:19]3[c:20]([n:21][c:22]([NH:24][C:25]([CH3:26])=[O:27])[s:23]3)[cH:28][cH:29]2)[O:30]1.[Na+:35].[Na+:36].[cH:43]1[cH:44][cH:45][c:46]([P:47]([Pd:48]([P:49]([c:50]2[cH:51][cH:52][cH:53][cH:54][cH:55]2)([c:56]2[cH:57][cH:58][cH:59][cH:60][cH:61]2)[c:62]2[cH:63][cH:64][cH:65][cH:66][cH:67]2)([P:68]([c:69]2[cH:70][cH:71][cH:72][cH:73][cH:74]2)([c:75]2[cH:76][cH:77][cH:78][cH:79][cH:80]2)[c:81]2[cH:82][cH:83][cH:84][cH:85][cH:86]2)[P:87]([c:88]2[cH:89][cH:90][cH:91][cH:92][cH:93]2)([c:94]2[cH:95][cH:96][cH:97][cH:98][cH:99]2)[c:100]2[cH:101][cH:102][cH:103][cH:104][cH:105]2)([c:106]2[cH:107][cH:108][cH:109][cH:110][cH:111]2)[c:112]2[cH:113][cH:114][cH:115][cH:116][cH:117]2)[cH:118][cH:119]1>>[c:2]1(-[c:17]2[cH:18][c:19]3[c:20]([n:21][c:22]([NH:24][C:25]([CH3:26])=[O:27])[s:23]3)[cH:28][cH:29]2)[cH:3][cH:4][cH:5][c:6]([NH2:8])[n:7]1. Reactants: CS(=O)(=O)C1=CC=C(C=C1)F (p-fluorophenyl methyl sulfone), C(=O)([O-])[O-].[K+].[K+] (K2CO3), O1CCOC12CCNCC2 (1,4-dioxa-8-azaspiro[4.5]-decane), C(C)#N (acetonitrile). Solvent: O (water). Conditions: time 8 hour. Product: CS(=O)(=O)C1=CC=C(C=C1)N1CCC2(OCCO2)CC1 (8-[4-(Methylsulfonyl)phenyl]-1,4-dioxa-8-azaspiro[4.5]decane). Isolated yield 77.3%. Reaction SMILES: [CH3:1][S:2]([C:5]1[CH:10]=[CH:9][C:8](F)=[CH:7][CH:6]=1)(=[O:4])=[O:3].C([O-])([O-])=O.[K+].[K+].[O:18]1[C:22]2([CH2:27][CH2:26][NH:25][CH2:24][CH2:23]2)[O:21][CH2:20][CH2:19]1.C(#N)C>O>[CH3:1][S:2]([C:5]1[CH:10]=[CH:9][C:8]([N:25]2[CH2:26][CH2:27][C:22]3([O:21][CH2:20][CH2:19][O:18]3)[CH2:23][CH2:24]2)=[CH:7][CH:6]=1)(=[O:4])=[O:3] |f:1.2.3|. Reported procedure: A mixture of 10 g (0.057 mol) of p-fluorophenyl methyl sulfone, 8.72 g (0.063 mol) of K2CO3, 24.66 g (0.172 mol) of 1,4-dioxa-8-azaspiro[4.5]-decane and 50 ml of acetonitrile is stirred overnight at 90°-100° C. After cooling, the mixture is diluted with water and extracted with methylene chloride. The combined extracts are washed with brine, dried over Na2SO4, and concentrated in vacuo. Trituration with ethyl ether affords 13.11 g (77%) of title compound as a white solid: m.p. 192°-194° C.; IR (... Starting materials: O=C([O-])[O-], COc1ccc(S(=O)(=O)N(Cc2nnn[nH]2)c2ccc(Cl)cc2Cc2c(F)cccc2F)cc1OC, CI, [K+], [K+], CN(C)C=O, O. The product is COc1ccc(S(=O)(=O)N(Cc2nnnn2C)c2ccc(Cl)cc2Cc2c(F)cccc2F)cc1OC. As a reaction SMILES: [C:39](=[O:40])([O-:41])[O-:42].[Cl:1][c:2]1[cH:3][c:4]([CH2:28][c:29]2[c:30]([F:36])[cH:31][cH:32][cH:33][c:34]2[F:35])[c:5]([N:8]([S:9](=[O:10])(=[O:11])[c:12]2[cH:13][c:14]([O:20][CH3:21])[c:15]([O:18][CH3:19])[cH:16][cH:17]2)[CH2:22][c:23]2[n:24][n:25][n:26][nH:27]2)[cH:6][cH:7]1.[I:37][CH3:38].[K+:43].[K+:44].[O:46]=[CH:47][N:48]([CH3:49])[CH3:50].[OH2:45]>>[Cl:1][c:2]1[cH:3][c:4]([CH2:28][c:29]2[c:30]([F:36])[cH:31][cH:32][cH:33][c:34]2[F:35])[c:5]([N:8]([S:9](=[O:10])(=[O:11])[c:12]2[cH:13][c:14]([O:20][CH3:21])[c:15]([O:18][CH3:19])[cH:16][cH:17]2)[CH2:22][c:23]2[n:24][n:25][n:26][n:27]2[CH3:39])[cH:6][cH:7]1.